Dataset: the Open Reaction Database (ORD), a public repository of structured organic reaction records. Task: describe an organic reaction: reactants, conditions, products, and yield Starting materials: IC1=C(C(=O)OC)C(=CC=C1)C (Methyl 2-iodo-6-methylbenzoate), C1CC(=O)N(C1=O)Br (NBS), C(C1=CC=CC=C1)(=O)OOC(C1=CC=CC=C1)=O (benzoyl peroxide). The solvent is ClC1=CC=CC=C1 (chlorobenzene). Reaction conditions: temperature 90 celsius, time 18 hour. Yields the product IC=1C=CC=C2CNC(C12)=O (7-Iodoisoindolin-1-one). Yield: 40.0%. Reaction SMILES: [I:1][C:2]1[CH:11]=[CH:10][CH:9]=[C:8]([CH3:12])[C:3]=1[C:4](OC)=[O:5].C1C(=O)[N:17](Br)C(=O)C1.C(OOC(=O)C1C=CC=CC=1)(=O)C1C=CC=CC=1>ClC1C=CC=CC=1>[I:1][C:2]1[CH:11]=[CH:10][CH:9]=[C:8]2[C:3]=1[C:4](=[O:5])[NH:17][CH2:12]2. Reported procedure: Methyl 2-iodo-6-methylbenzoate (I58) (2.00 g, 7.245 mmol) and NBS (1.418 g, 7.969 mmol) were stirred in chlorobenzene (50 mL) and benzoyl peroxide (75% w/w, 0.234 g, 0.724 mmol) was added. The reaction was stirred at 90° C. for 18 hours, cooled to room temperature, filtered and the precipitate was washed with cyclohexane (4×10 mL). The combined filtrates were evaporated, and the resulting brown oil was diluted with THF (50 mL). Aqueous ammonia solution (20 mL) was added, and the mixture was stir... The reactants are CC(C)Br, CC(=O)CC(=O)Nc1ccccc1, CN(C)C=O, [H-], [H][H], [Na+], O. The product is CC(=O)C(C(=O)Nc1ccccc1)C(C)C. As a reaction SMILES: [Br:18][CH:19]([CH3:20])[CH3:21].[C:3]([CH3:4])(=[O:5])[CH2:6][C:7](=[O:8])[NH:9][c:10]1[cH:11][cH:12][cH:13][cH:14][cH:15]1.[CH3:22][N:23]([CH3:24])[CH:25]=[O:26].[H-:1].[H:16][H:17].[Na+:2].[OH2:27]>>[C:3]([CH3:4])(=[O:5])[CH:6]([C:7](=[O:8])[NH:9][c:10]1[cH:11][cH:12][cH:13][cH:14][cH:15]1)[CH:19]([CH3:20])[CH3:21]. The reactants are CC(C)(Br)c1ccc2occ(C#N)c(=O)c2c1, CC(=O)[O-], CN(C)C=O, [Na+]. The product is C=C(C)c1ccc2occ(C#N)c(=O)c2c1. Reaction SMILES: [Br:1][C:2]([CH3:3])([CH3:4])[c:5]1[cH:6][cH:7][c:8]2[c:9]([c:10](=[O:16])[c:11]([C:14]#[N:15])[cH:12][o:13]2)[cH:17]1.[CH3:19][C:20](=[O:21])[O-:22].[CH3:23][N:24]([CH3:25])[CH:26]=[O:27].[Na+:18]>>[C:2](=[CH2:3])([CH3:4])[c:5]1[cH:6][cH:7][c:8]2[c:9]([c:10](=[O:16])[c:11]([C:14]#[N:15])[cH:12][o:13]2)[cH:17]1. The solvent is O1CCCC1 (tetrahydrofuran), O1CCCC1 (tetrahydrofuran), O1CCCC1 (tetrahydrofuran). The reactants are NC=1C=2N(C=CC1)C(=C(N2)C)C=O (8-amino-3-formyl-2-methylimidazo[1,2-a]pyridine), ice water, [H-].[Na+] (sodium hydride), COC(=O)NC1=C(CBr)C(=CC=C1)C (2-methoxycarbonylamino-6-methylbenzyl bromide), Cl (hydrochloric acid). Reaction conditions: temperature 50 celsius, time 3 hour. As a reaction SMILES: [H-].[Na+].[NH2:3][C:4]1[C:5]2[N:6]([C:10]([CH:14]=[O:15])=[C:11]([CH3:13])[N:12]=2)[CH:7]=[CH:8][CH:9]=1.[CH3:16][O:17][C:18]([NH:20][C:21]1[CH:28]=[CH:27][CH:26]=[C:25]([CH3:29])[C:22]=1[CH2:23]Br)=[O:19].Cl>O1CCCC1>[CH:14]([C:10]1[N:6]2[CH:7]=[CH:8][CH:9]=[C:4]([NH:3][CH2:23][C:22]3[C:25]([CH3:29])=[CH:26][CH:27]=[CH:28][C:21]=3[NH:20][C:18]([O:17][CH3:16])=[O:19])[C:5]2=[N:12][C:11]=1[CH3:13])=[O:15] |f:0.1|. Yield: 62.1%. Procedure details: A suspension of 400 mg of commercial 80% sodium hydride in 10 ml of dry tetrahydrofuran is added to a solution of 2 g of 8-amino-3-formyl-2-methylimidazo[1,2-a]pyridine in 40 ml of dry tetrahydrofuran at RT. Brief heating at 50° C. is followed by vigorous evolution of gas. After the evolution of gas is complete, the mixture is cooled to 0° C., and a solution of 3.9 g of 2-methoxycarbonylamino-6-methylbenzyl bromide in 40 ml of dry tetrahydrofuran is added dropwise. The mixture is again heated to... Product: C(=O)C1=C(N=C2N1C=CC=C2NCC2=C(C=CC=C2C)NC(=O)OC)C (3-Formyl-8-(2-methoxycarbonylamino-6-methylbenzylamino)-2-methylimidazo[1,2-a]pyridine). Starting materials: CC([O-])=S, CC(C)=O, COC(=O)C1C=CCn2c(=O)n(CCl)c(=O)n21, [I-], [K+], [Na+]. Product: COC(=O)C1C=CCn2c(=O)n(CSC(C)=O)c(=O)n21. RXN SMILES: [C:18]([CH3:19])(=[S:20])[O-:21].[CH3:25][C:26](=[O:27])[CH3:28].[Cl:1][CH2:2][n:3]1[c:4](=[O:17])[n:5]2[n:6]([c:15]1=[O:16])[CH2:7][CH:8]=[CH:9][CH:10]2[C:11](=[O:12])[O:13][CH3:14].[I-:24].[K+:22].[Na+:23]>>[CH2:2]([n:3]1[c:4](=[O:17])[n:5]2[n:6]([c:15]1=[O:16])[CH2:7][CH:8]=[CH:9][CH:10]2[C:11](=[O:12])[O:13][CH3:14])[S:20][C:18]([CH3:19])=[O:21].